Dataset: the Open Reaction Database (ORD), a public repository of structured organic reaction records. Task: describe an organic reaction: reactants, conditions, products, and yield The reactants are FC(C1=CC=C(C=C1)B(O)O)(F)F (4-Trifluoromethylbenzeneboronic acid), FC=1C=C(C=C(C1NS(=O)(=O)C)F)C(C)NC(=O)C=1N=C(OC1)Cl (2-chloro-oxazole-4-carboxylic acid [1-(3,5-difluoro-4-methanesulfonylamino-phenyl)-ethyl]-amide), C(=O)([O-])[O-].[Cs+].[Cs+] (Cs2CO3). The reagents and catalysts are Cl[Pd]([P](C1=CC=CC=C1)(C2=CC=CC=C2)C3=CC=CC=C3)([P](C4=CC=CC=C4)(C5=CC=CC=C5)C6=CC=CC=C6)Cl (Pd(PPh3)2Cl2). The product is FC=1C=C(C=C(C1NS(=O)(=O)C)F)C(C)NC(=O)C=1N=C(OC1)C1=CC=C(C=C1)C(F)(F)F (2-(4-Trifluoromethyl-phenyl)-oxazole-4-carboxylic acid [1-(3,5-difluoro-4-methanesulfonylamino-phenyl)-ethyl]-amide). The yield is 23.6%. RXN SMILES: [F:1][C:2]([F:13])([F:12])[C:3]1[CH:8]=[CH:7][C:6](B(O)O)=[CH:5][CH:4]=1.[F:14][C:15]1[CH:16]=[C:17]([CH:27]([NH:29][C:30]([C:32]2[N:33]=[C:34](Cl)[O:35][CH:36]=2)=[O:31])[CH3:28])[CH:18]=[C:19]([F:26])[C:20]=1[NH:21][S:22]([CH3:25])(=[O:24])=[O:23].C([O-])([O-])=O.[Cs+].[Cs+]>Cl[Pd](Cl)([P](C1C=CC=CC=1)(C1C=CC=CC=1)C1C=CC=CC=1)[P](C1C=CC=CC=1)(C1C=CC=CC=1)C1C=CC=CC=1>[F:26][C:19]1[CH:18]=[C:17]([CH:27]([NH:29][C:30]([C:32]2[N:33]=[C:34]([C:6]3[CH:7]=[CH:8][C:3]([C:2]([F:13])([F:12])[F:1])=[CH:4][CH:5]=3)[O:35][CH:36]=2)=[O:31])[CH3:28])[CH:16]=[C:15]([F:14])[C:20]=1[NH:21][S:22]([CH3:25])(=[O:24])=[O:23] |f:2.3.4,^1:46,65|. Procedure: 4-Trifluoromethylbenzeneboronic acid (50 mg, 0.26 mmol) and 2-chloro-oxazole-4-carboxylic acid [1-(3,5-difluoro-4-methanesulfonylamino-phenyl)-ethyl]-amide (50 mg, 0.13 mmol) was reacted using Pd(PPh3)2Cl2 (7 mg, 0.01 mmol), Cs2CO3 (127 mg, 0.39 mmol) as described above to give the title compound (15 mg, 24%) after purification by flash chromatography on silica gel (hexane: EtOAc=1:1). Reactants: O=C(Nc1ccc(F)c(Cl)c1)c1nonc1CO, ClCCl, CC(C)[Si](OS(=O)(=O)C(F)(F)F)(C(C)C)C(C)C, Cc1cccc(C)n1. Product: CC(C)[Si](OCc1nonc1C(=O)Nc1ccc(F)c(Cl)c1)(C(C)C)C(C)C. RXN SMILES: [Cl:1][c:2]1[cH:3][c:4]([NH:9][C:10](=[O:11])[c:12]2[n:13][o:14][n:15][c:16]2[CH2:17][OH:18])[cH:5][cH:6][c:7]1[F:8].[Cl:45][CH2:46][Cl:47].[S:27]([O:28][Si:35]([CH:36]([CH3:37])[CH3:38])([CH:39]([CH3:40])[CH3:41])[CH:42]([CH3:43])[CH3:44])([C:29]([F:30])([F:31])[F:32])(=[O:33])=[O:34].[n:19]1[c:20]([CH3:21])[cH:22][cH:23][cH:24][c:25]1[CH3:26]>>[Cl:1][c:2]1[cH:3][c:4]([NH:9][C:10](=[O:11])[c:12]2[n:13][o:14][n:15][c:16]2[CH2:17][O:18][Si:35]([CH:36]([CH3:37])[CH3:38])([CH:39]([CH3:40])[CH3:41])[CH:42]([CH3:43])[CH3:44])[cH:5][cH:6][c:7]1[F:8]. The reactants are CS(=O)(=O)OCC(CN=[N+]=[N-])(C1=CC(=CC=C1)Br)C1=CC(=CC=C1)Br (3-azido-2,2-bis(3-bromophenyl)propyl methanesulfonate), P(OCC)(OCC)OCC (triethyl phosphite), P(OCC)(OCC)(OCC)=N (triethyl phosphorimidate). The solvent is C1(=CC=CC=C1)C (toluene), C1CCOC1 (THF), C1(=CC(=CC=C1)C)C (m-xylene). Run at temperature 150 celsius, time 18 hour. Yields the product BrC=1C=C(C=CC1)C1(CN(C1)P(OCC)(OCC)=O)C1=CC(=CC=C1)Br (diethyl 3,3-bis(3-bromophenyl)azetidin-1-ylphosphonate). Yield: 71.4%. As a reaction SMILES: CS(O[CH2:6][C:7]([C:19]1[CH:24]=[CH:23][CH:22]=[C:21]([Br:25])[CH:20]=1)([C:12]1[CH:17]=[CH:16][CH:15]=[C:14]([Br:18])[CH:13]=1)[CH2:8][N:9]=[N+]=[N-])(=O)=O.[P:26]([O:33]CC)([O:30][CH2:31][CH3:32])[O:27][CH2:28][CH3:29].P(=N)(OCC)(OCC)OCC>C1(C)C=CC=CC=1.C1COCC1.C1(C)C=CC=C(C)C=1>[Br:18][C:14]1[CH:13]=[C:12]([C:7]2([C:19]3[CH:24]=[CH:23][CH:22]=[C:21]([Br:25])[CH:20]=3)[CH2:8][N:9]([P:26](=[O:33])([O:30][CH2:31][CH3:32])[O:27][CH2:28][CH3:29])[CH2:6]2)[CH:17]=[CH:16][CH:15]=1. Procedure details: To a solution of 3-azido-2,2-bis(3-bromophenyl)propyl methanesulfonate (1.3 g, 2.66 mmol) in anhydrous toluene (10 mL) and anhydrous THF (5 mL) under N2 was added triethyl phosphite (0.49 mL, 2.79 mmol) at 25° C. The mixture was stirred for 18 h. The reaction was concentrated by rotary evaporation in a dried apparatus. The residue was dried in vacuo, and used in the next reaction without further purification. The crude triethyl phosphorimidate was dissolved in anhydrous m-xylene (5 mL) under N2 ... Reactants: FC1=C(C(=CC(=C1)OC)F)C=1SC=C(N1)C(=O)O (2-(2,6-difluoro-4-methoxyphenyl)thiazole-4-carboxylic acid), ClC=1C=CC(=C(C1)B(O)O)F ((5-chloro-2-fluorophenyl)boronic acid). Yields the product ClC=1C=CC(=C(C1)C=1SC=C(N1)C(=O)O)F (2-(5-chloro-2-fluorophenyl)thiazole-4-carboxylic acid). Reaction SMILES: [F:1][C:2]1[CH:7]=[C:6](OC)[CH:5]=[C:4](F)[C:3]=1[C:11]1[S:12][CH:13]=[C:14]([C:16]([OH:18])=[O:17])[N:15]=1.[Cl:19]C1C=CC(F)=C(B(O)O)C=1>>[Cl:19][C:5]1[CH:6]=[CH:7][C:2]([F:1])=[C:3]([C:11]2[S:12][CH:13]=[C:14]([C:16]([OH:18])=[O:17])[N:15]=2)[CH:4]=1. Reported procedure: Following the procedure of Intermediate 104, replacing 2,6-difluoro-4-methoxyphenylboronic acid with (5-chloro-2-fluorophenyl)boronic acid gave the title compound. Reactants: F[B-](F)(F)F, CCOC(=O)C1([P+](c2ccccc2)(c2ccccc2)c2ccccc2)CC1, C1CCOC1, [H-], [Na+], O=C1COCC(=O)N1. Product: CCOC(=O)C1=C2COCC(=O)N2CC1. As a reaction SMILES: [B-:11]([F:12])([F:13])([F:14])[F:15].[C:16](=[O:17])([O:18][CH2:19][CH3:20])[C:21]1([P+:24]([c:25]2[cH:26][cH:27][cH:28][cH:29][cH:30]2)([c:31]2[cH:32][cH:33][cH:34][cH:35][cH:36]2)[c:37]2[cH:38][cH:39][cH:40][cH:41][cH:42]2)[CH2:22][CH2:23]1.[CH2:43]1[O:44][CH2:45][CH2:46][CH2:47]1.[H-:1].[Na+:2].[O:3]1[CH2:4][C:5](=[O:10])[NH:6][C:7](=[O:9])[CH2:8]1>>[O:3]1[CH2:4][C:5](=[O:10])[N:6]2[C:7](=[C:21]([C:16](=[O:17])[O:18][CH2:19][CH3:20])[CH2:22][CH2:23]2)[CH2:8]1. Yields the product CCc1ccccc1OCCNc1ccc(Oc2ccnc3cc(OC)c(OC)cc23)cc1. The reactants are B, CCc1ccccc1OCC(=O)Nc1ccc(Oc2ccnc3cc(OC)c(OC)cc23)cc1, Cl, [Na+], C1CCOC1, C1CCOC1, [OH-]. As a reaction SMILES: [BH3:40].[CH3:1][O:2][c:3]1[cH:4][c:5]2[c:6]([O:15][c:16]3[cH:17][cH:18][c:19]([NH:22][C:23]([CH2:24][O:25][c:26]4[c:27]([CH2:32][CH3:33])[cH:28][cH:29][cH:30][cH:31]4)=[O:34])[cH:20][cH:21]3)[cH:7][cH:8][n:9][c:10]2[cH:11][c:12]1[O:13][CH3:14].[ClH:41].[Na+:43].[O:35]1[CH2:36][CH2:37][CH2:38][CH2:39]1.[O:44]1[CH2:45][CH2:46][CH2:47][CH2:48]1.[OH-:42]>>[CH3:1][O:2][c:3]1[cH:4][c:5]2[c:6]([O:15][c:16]3[cH:17][cH:18][c:19]([NH:22][CH2:23][CH2:24][O:25][c:26]4[c:27]([CH2:32][CH3:33])[cH:28][cH:29][cH:30][cH:31]4)[cH:20][cH:21]3)[cH:7][cH:8][n:9][c:10]2[cH:11][c:12]1[O:13][CH3:14].